This data is from the Open Reaction Database (ORD), a public repository of structured organic reaction records. The task is: describe an organic reaction: reactants, conditions, products, and yield Reactants: COC(=O)C=1N(N=C(C1)OCC=1C(=NOC1CO)C1=CC=C(C=C1)Cl)C (5-[3-(4-chloro-phenyl)-5-hydroxymethyl-isoxazol-4-ylmethoxy]-2-methyl-2H-pyrazole-3-carboxylic acid methyl ester), COC(=O)C=1N(N=C(C1)OCC=1C(=NOC1CO)C1=CC=C(C=C1)F)C (5-[3-(4-fluoro-phenyl)-5-hydroxymethyl-isoxazol-4-ylmethoxy]-2-methyl-2H-pyrazole-3-carboxylic acid methyl ester). Product: ClC1=CC=C(C=C1)C1=NOC(=C1COC=1C=C(N(N1)C)C(=O)O)CO (5-[3-(4-Chloro-phenyl)-5-hydroxymethyl-isoxazol-4-ylmethoxy]-2-methyl-2H-pyrazole-3-car-boxylic acid). The yield is 91.6%. As a reaction SMILES: C[O:2][C:3]([C:5]1[N:6]([CH3:26])[N:7]=[C:8]([O:10][CH2:11][C:12]2[C:13]([C:19]3[CH:24]=[CH:23][C:22]([Cl:25])=[CH:21][CH:20]=3)=[N:14][O:15][C:16]=2[CH2:17][OH:18])[CH:9]=1)=[O:4].COC(C1N(C)N=C(OCC2C(C3C=CC(F)=CC=3)=NOC=2CO)C=1)=O>>[Cl:25][C:22]1[CH:23]=[CH:24][C:19]([C:13]2[C:12]([CH2:11][O:10][C:8]3[CH:9]=[C:5]([C:3]([OH:4])=[O:2])[N:6]([CH3:26])[N:7]=3)=[C:16]([CH2:17][OH:18])[O:15][N:14]=2)=[CH:20][CH:21]=1. Procedure: As described for example 93a, 5-[3-(4-chloro-phenyl)-5-hydroxymethyl-isoxazol-4-ylmethoxy]-2-methyl-2H-pyrazole-3-carboxylic acid methyl ester (500 mg, 1.32 mmol), instead of 5-[3-(4-fluoro-phenyl)-5-hydroxymethyl-isoxazol-4-ylmethoxy]-2-methyl-2H-pyrazole-3-carboxylic acid methyl ester, was converted to the title compound (440 mg, 91%) which was obtained as a white solid. MS: m/e=361.9 [M−H]−.